From a dataset of the Open Reaction Database (ORD), a public repository of structured organic reaction records. describe an organic reaction: reactants, conditions, products, and yield Run at temperature 55 celsius. Run in C1(=CC=CC=C1)C (toluene), O (water). Starting materials: NC1=CC=NN1C=1C=C2C(OC(C2=CC1Cl)(F)F)(F)F (5-amino-1-(6-chloro-1,1,3,3-tetrafluoro-1,3-dihydroisobenzofuran-5-yl)pyrazole), S(=O)(Cl)Cl (thionyl chloride), FC(S(=O)[O-])(F)F.[Na+] (sodium trifluromethanesulfinate), S(=O)(=O)(O)C1=CC=C(C)C=C1.CNC (dimethylamine tosylate). RXN SMILES: [NH2:1][C:2]1[N:6]([C:7]2[CH:8]=[C:9]3[C:13](=[CH:14][C:15]=2[Cl:16])[C:12]([F:18])([F:17])[O:11][C:10]3([F:20])[F:19])[N:5]=[CH:4][CH:3]=1.[F:21][C:22]([F:27])([F:26])[S:23]([O-])=O.[Na+].S(C1C=CC(C)=CC=1)(O)(=O)=O.CNC.S(Cl)(Cl)=O>C1(C)C=CC=CC=1.O>[NH2:1][C:2]1[N:6]([C:7]2[CH:8]=[C:9]3[C:13](=[CH:14][C:15]=2[Cl:16])[C:12]([F:18])([F:17])[O:11][C:10]3([F:20])[F:19])[N:5]=[CH:4][C:3]=1[S:23][C:22]([F:27])([F:26])[F:21] |f:1.2,3.4|. Yields the product NC1=C(C=NN1C=1C=C2C(OC(C2=CC1Cl)(F)F)(F)F)SC(F)(F)F (5-amino-1-(6-chloro-1,1,3,3-tetrafluoro-1,3-dihydroisobenzofuran-5-yl)-4-trifluoromethylsulfenylpyrazole). Isolated yield 38.6%. Procedure details: To a suspension wherein 5-amino-1-(6-chloro-1,1,3,3-tetrafluoro-1,3-dihydroisobenzofuran-5-yl)pyrazole (391 mg, 1.27 mmol), sodium trifluromethanesulfinate (397 mg, 2.54 mmol) and dimethylamine tosylate (690 mg, 3.17 mmol) are in toluene (4 ml), thionyl chloride (302 mg, 2.54 mmol) was added dropwise under ice cooling over a period of about 10 minutes and then stirred under heating at 50 to 60° C. for 14 hours. After allowing to cool, the reaction solution was poured into water, extracted with e... Reactants: C(=C)OCCONC(=O)C1=C(C=2C=NC=CC2S1)NC1=C(C=C(C=C1)SC)F (3-(2-Fluoro-4-methylsulfanyl-phenylamino)-thieno[3,2-c]pyridine-2-carboxylic acid (2-vinyloxy-ethoxy)-amide), Cl (hydrochloric acid). Solvent: CO (methanol). Run at time 2 hour. The product is OCCONC(=O)C1=C(C=2C=NC=CC2S1)NC1=C(C=C(C=C1)SC)F (3-(2-Fluoro-4-methylsulfanyl-phenylamino)-thieno[3,2-c]pyridine -2-carboxylic acid (2-hydroxy-ethoxy)-amide). Yield: 47.7%. RXN SMILES: C([O:3][CH2:4][CH2:5][O:6][NH:7][C:8]([C:10]1[S:18][C:17]2[CH:16]=[CH:15][N:14]=[CH:13][C:12]=2[C:11]=1[NH:19][C:20]1[CH:25]=[CH:24][C:23]([S:26][CH3:27])=[CH:22][C:21]=1[F:28])=[O:9])=C.Cl>CO>[OH:3][CH2:4][CH2:5][O:6][NH:7][C:8]([C:10]1[S:18][C:17]2[CH:16]=[CH:15][N:14]=[CH:13][C:12]=2[C:11]=1[NH:19][C:20]1[CH:25]=[CH:24][C:23]([S:26][CH3:27])=[CH:22][C:21]=1[F:28])=[O:9]. Procedure details: 3-(2-Fluoro-4-methylsulfanyl-phenylamino)-thieno[3,2-c]pyridine-2-carboxylic acid (2-vinyloxy-ethoxy)-amide (20 mg, 0.048 mmol) was dissolved in methanol (1 ml) and treated with concentrated hydrochloric acid (0.01 ml, 0.12 mmol) before being stirred at room temperature for 2 hours. The reaction mixture was concentrated in vacuo and the resultant residue subjected to reverse phase HPLC (0.1% HCO2H in water on a gradient of acetonitrile). The appropriate fractions were combined and freeze-dried t... Starting materials: Cc1ccc([Mg]Br)cc1 (effective_coupling_partner), COc1cccc2ccn(CCN(C)C)c12 (substrate). The reagents and catalysts are PCy3. Run at temperature 80 celsius, time 15 hour. Product: Cc3ccc(c1cccc2ccn(CCN(C)C)c12)cc3. The reactants are OC1=C(C=O)C=C(C=C1)OC(F)(F)F (2-hydroxy-5-trifluoromethoxybenzaldehyde), C(C=C)#N (2-propenenitrile), C1CN2CCN1CC2 (triethylenediamine). The solvent is CCOCC (ether). Conditions: temperature 130 celsius. Yields the product FC(OC=1C=C2C=C(COC2=CC1)C#N)(F)F (6-Trifluoromethoxy-2H-chromene-3-carbonitrile). Isolated yield 49.8%. RXN SMILES: [OH:1][C:2]1[CH:9]=[CH:8][C:7]([O:10][C:11]([F:14])([F:13])[F:12])=[CH:6][C:3]=1[CH:4]=O.[C:15](#[N:18])[CH:16]=[CH2:17].C1N2CCN(CC2)C1>CCOCC>[F:12][C:11]([F:14])([F:13])[O:10][C:7]1[CH:6]=[C:3]2[C:2](=[CH:9][CH:8]=1)[O:1][CH2:17][C:16]([C:15]#[N:18])=[CH:4]2. Reported procedure: To a microwave tube was added 2-hydroxy-5-trifluoromethoxybenzaldehyde (1 g, 5.0 mmol), 2-propenenitrile (1.6 mL, 24.3 mmol) and triethylenediamine (136 mg, 1.2 mmol). The reaction was heated in the microwave at 130° C. for 1 hour. After cooling, the resulting solution was diluted with ether (100 mL) and washed with 1N NaOH (50 mL), 1N HCl (50 mL) and brine (50 mL), dried (MgSO4), filtered and concentrated. Flash chromatography (0 to 15% EtOAc in hexanes over 1 hour) gave the product (600 mg) as... The reactants are ClC=1C(=NC=CN1)OC1=CC=C(C=C1)NC1=NC=CC=C1 (N-(4-(3-chloropyrazin-2-yloxy)phenyl)pyridin-2-amine), [Br-].C(C1=CC=CC=C1)[Zn+] (benzylzinc bromide), C1CCOC1 (THF), bis(di-t-butyl(4-dimethylaminophenyl)phosphine)dichloropalladium(II), Cl (HCl). Conditions: temperature 70 celsius. The product is C(C1=CC=CC=C1)C=1C(=NC=CN1)OC1=CC=C(C=C1)NC1=NC=CC=C1 (N-(4-(3-BENZYLPYRAZIN-2-YLOXY)PHENYL)PYRIDIN-2-AMINE). RXN SMILES: Cl[C:2]1[C:3]([O:8][C:9]2[CH:14]=[CH:13][C:12]([NH:15][C:16]3[CH:21]=[CH:20][CH:19]=[CH:18][N:17]=3)=[CH:11][CH:10]=2)=[N:4][CH:5]=[CH:6][N:7]=1.[Br-].[CH2:23]([Zn+])[C:24]1[CH:29]=[CH:28][CH:27]=[CH:26][CH:25]=1.C1COCC1.Cl>>[CH2:23]([C:2]1[C:3]([O:8][C:9]2[CH:14]=[CH:13][C:12]([NH:15][C:16]3[CH:21]=[CH:20][CH:19]=[CH:18][N:17]=3)=[CH:11][CH:10]=2)=[N:4][CH:5]=[CH:6][N:7]=1)[C:24]1[CH:29]=[CH:28][CH:27]=[CH:26][CH:25]=1 |f:1.2|. Procedure: A suspension of N-(4-(3-chloropyrazin-2-yloxy)phenyl)pyridin-2-amine (200 mg, 0.670 mmol), benzylzinc bromide, 0.5M in THF (6.7 mL, 3.35 mmol), and bis(di-t-butyl(4-dimethylaminophenyl)phosphine)dichloropalladium(II) (80 mg, 0.11 mmol) was sparged with argon for 5 minutes then heated to 70° C. for 2 h. The reaction was then partitioned between EtOAc (30 mL) and sat NH4Cl (10 mL). The separated organic layer was dried over MgSO4, concentrated under reduced pressure, then purified on silica (40 g)...